This data is from the Open Reaction Database (ORD), a public repository of structured organic reaction records. The task is: describe an organic reaction: reactants, conditions, products, and yield Starting materials: [Cl-].[NH4+] (ammonium chloride), ClC1=CC(=C(C=C1)C1=CC(=C(C=C1)CC)[N+](=O)[O-])F (4′-chloro-4-ethyl-2′-fluoro-3-nitrobiphenyl). The reagents and catalysts are [Zn] (zinc). Run in O (water), CO (methanol), O (water). Product: ClC1=CC(=C(C=2C=CC(=C(C2)N)CC)C=C1)F (4′-chloro-4-ethyl-2′-fluorobiphen-3-ylamine). Yield: 96.0%. As a reaction SMILES: [Cl:1][C:2]1[CH:7]=[CH:6][C:5]([C:8]2[CH:13]=[CH:12][C:11]([CH2:14][CH3:15])=[C:10]([N+:16]([O-])=O)[CH:9]=2)=[C:4]([F:19])[CH:3]=1.[Cl-].[NH4+]>CO.O.[Zn]>[Cl:1][C:2]1[CH:7]=[CH:6][C:5]([C:8]2[CH:13]=[CH:12][C:11]([CH2:14][CH3:15])=[C:10]([NH2:16])[CH:9]=2)=[C:4]([F:19])[CH:3]=1 |f:1.2|. Procedure details: 4′-chloro-4-ethyl-2′-fluoro-3-nitrobiphenyl (1.795 g, 6.45 mmol) is suspended in a mixture of methanol (20 ml) and water (4 ml). To this mixture is added zinc dust (2.95 g, 45 mmol) and a solution of ammonium chloride (1.04 g, 19 mmol) in water (4 ml), and once the addition is complete the mixture is heated at reflux for 3 hours. The mixture is cooled to room temperature, and filtered through a plug of diatomaceous earth. The filtrate is partitioned between ethyl acetate and water, and the organ... Reaction SMILES: [Cl:1][C:2]1[CH:7]=[CH:6][C:5]([S:8]([NH:11][C:12]2([CH2:18][OH:19])[CH2:17][CH2:16][CH2:15][CH2:14][CH2:13]2)(=[O:10])=[O:9])=[CH:4][CH:3]=1.C(=O)([O-])[O-].[Cs+].[Cs+].Br[CH2:27][C:28]1[CH:33]=[CH:32][C:31]([C:34]2[O:35][CH:36]=[CH:37][N:38]=2)=[CH:30][CH:29]=1.BrC1C=CC(CN(C2(CO)CCCCC2)S(C2C=CC(Cl)=CC=2)(=O)=O)=CC=1>>[Cl:1][C:2]1[CH:7]=[CH:6][C:5]([S:8]([N:11]([C:12]2([CH2:18][OH:19])[CH2:17][CH2:16][CH2:15][CH2:14][CH2:13]2)[CH2:27][C:28]2[CH:29]=[CH:30][C:31]([C:34]3[O:35][CH:36]=[CH:37][N:38]=3)=[CH:32][CH:33]=2)(=[O:9])=[O:10])=[CH:4][CH:3]=1 |f:1.2.3|. Reactants: BrC1=CC=C(CN(S(=O)(=O)C2=CC=C(C=C2)Cl)C2(CCCCC2)CO)C=C1 (N-(4-bromobenzyl)-4-chloro-N-(1-(hydroxymethyl)cyclohexyl)benzenesulfonamide), ClC1=CC=C(C=C1)S(=O)(=O)NC1(CCCCC1)CO (4-chloro-N-(1-(hydroxymethyl)cyclohexyl)benzenesulfonamide), C([O-])([O-])=O.[Cs+].[Cs+] (cesium carbonate), BrCC1=CC=C(C=C1)C=1OC=CN1 (2-(4-(bromomethyl)phenyl)oxazole). The yield is 82.8%. Reported procedure: The title compound was synthesized from 4-chloro-N-(1-(hydroxymethyl)cyclohexyl)benzenesulfonamide (114 mg, 0.38 mmol), cesium carbonate (244 mg, 0.75 mmol), and 2-(4-(bromomethyl)phenyl)oxazole (98 mg, 0.41 mmol) according to the procedure described for N-(4-bromobenzyl)-4-chloro-N-(1-(hydroxymethyl)cyclohexyl)benzenesulfonamide (Example 39) to give 4-chloro-N-(1-(hydroxymethyl)cyclohexyl)-N-(4-(oxazol-2-yl)benzyl)benzenesulfonamide (145 mg, 84%). 1H NMR (400 MHz, CDCl3) δ ppm 7.99 (2H, d, J=8.... Yields the product title compound, ClC1=CC=C(C=C1)S(=O)(=O)N(CC1=CC=C(C=C1)C=1OC=CN1)C1(CCCCC1)CO (4-chloro-N-(1-(hydroxymethyl)cyclohexyl)-N-(4-(oxazol-2-yl)benzyl)benzenesulfonamide). The reactants are C(C)(C)(C)OC(=O)N1[C@@H](CCC1)C(=O)N1CCN(CC1)C1=CC(=C(C=C1)F)C1=NC2=C(N1C)C=CC=C2 ((S)-2-{-4-[4-fluoro-3-(1-methyl-1H-benzoimidazol-2-yl)-phenyl]-piperazine-1-carbonyl}-pyrrolidine-1-carboxylic acid tert-butyl ester). The solvent is C(Cl)Cl (DCM), CCOCC (Et2O). Run at time 8 hour. Yields the product FC1=C(C=C(C=C1)N1CCN(CC1)C(=O)[C@H]1NCCC1)C1=NC2=C(N1C)C=CC=C2 ({4-[4-fluoro-3-(1-methyl-1H-benzoimidazol-2-yl)-phenyl]-piperazin-1-yl}-(S)-pyrrolidin-2-yl-methanone). Isolated yield 98.2%. Reaction SMILES: C(OC([N:8]1[CH2:12][CH2:11][CH2:10][C@H:9]1[C:13]([N:15]1[CH2:20][CH2:19][N:18]([C:21]2[CH:26]=[CH:25][C:24]([F:27])=[C:23]([C:28]3[N:32]([CH3:33])[C:31]4[CH:34]=[CH:35][CH:36]=[CH:37][C:30]=4[N:29]=3)[CH:22]=2)[CH2:17][CH2:16]1)=[O:14])=O)(C)(C)C>C(Cl)Cl.CCOCC>[F:27][C:24]1[CH:25]=[CH:26][C:21]([N:18]2[CH2:19][CH2:20][N:15]([C:13]([C@@H:9]3[CH2:10][CH2:11][CH2:12][NH:8]3)=[O:14])[CH2:16][CH2:17]2)=[CH:22][C:23]=1[C:28]1[N:32]([CH3:33])[C:31]2[CH:34]=[CH:35][CH:36]=[CH:37][C:30]=2[N:29]=1. Procedure: To a solution of (S)-2-{-4-[4-fluoro-3-(1-methyl-1H-benzoimidazol-2-yl)-phenyl]-piperazine-1-carbonyl}-pyrrolidine-1-carboxylic acid tert-butyl ester (0.05 g, 0.10 mmol) in DCM (0.5 mL) 2M HCl in Et2O (2.0 mL) was added and the resulting suspension was stirred at room temperature overnight. The reaction was concentrated under reduced pressure then water (4.0 mL) was added and the mixture was concentrated again to afford 0.04 g of the title compound as chlorhydrate salt (86%). Reactants: CCOC(C)=O, CCCCCC, Nc1n[nH]c(-c2ccccc2)c1Cl, COc1cc(N2CCN(C(=O)CCl)CC2)ccc1Cl, [K+], [K+], O=C([O-])[O-], CN(C)C=O. Yields the product COc1cc(N2CCN(C(=O)Cn3nc(N)c(Cl)c3-c3ccccc3)CC2)ccc1Cl. RXN SMILES: [C:44]([O:45][CH2:46][CH3:47])(=[O:48])[CH3:49].[CH3:50][CH2:51][CH2:52][CH2:53][CH2:54][CH3:55].[Cl:1][c:2]1[c:3]([NH2:13])[n:4][nH:5][c:6]1-[c:7]1[cH:8][cH:9][cH:10][cH:11][cH:12]1.[Cl:20][CH2:21][C:22](=[O:23])[N:24]1[CH2:25][CH2:26][N:27]([c:30]2[cH:31][c:32]([O:37][CH3:38])[c:33]([Cl:36])[cH:34][cH:35]2)[CH2:28][CH2:29]1.[K+:14].[K+:15].[O-:16][C:17]([O-:18])=[O:19].[O:39]=[CH:40][N:41]([CH3:42])[CH3:43]>>[Cl:1][c:2]1[c:3]([NH2:13])[n:4][n:5]([CH2:21][C:22](=[O:23])[N:24]2[CH2:25][CH2:26][N:27]([c:30]3[cH:31][c:32]([O:37][CH3:38])[c:33]([Cl:36])[cH:34][cH:35]3)[CH2:28][CH2:29]2)[c:6]1-[c:7]1[cH:8][cH:9][cH:10][cH:11][cH:12]1. Procedure: A suspension of 4-bromoaniline (406 mg, 2.362 mmol), 1-isobutyl-4-(4,4,5,5-tetramethyl-1,3,2-dioxaborolan-2-yl)-1H-pyrazole (650 mg, 2.60 mmol), [1,1′-bis(diphenylphosphino)ferrocene]dichloropalladium(II), complex with dichloromethane (57.9 mg, 0.071 mmol) and sodium carbonate (526 mg, 4.96 mmol) in a 6:2:1 mixture of tetrahydrofuran/water/methanol (12 ml) in a microwave vial was subjected to three vacuum/nitrogen purge cycles. The vial was sealed and heated in an oil bath at 85° C. overnight. T... Run in O1CCCC1.O.CO (tetrahydrofuran water methanol). The reagents and catalysts are C1=CC=C(C=C1)P([C-]2C=CC=C2)C3=CC=CC=C3.C1=CC=C(C=C1)P([C-]2C=CC=C2)C3=CC=CC=C3.Cl[Pd]Cl.[Fe+2] ([1,1′-bis(diphenylphosphino)ferrocene]dichloropalladium(II)). Run at temperature 85 celsius. As a reaction SMILES: Br[C:2]1[CH:8]=[CH:7][C:5]([NH2:6])=[CH:4][CH:3]=1.[CH2:9]([N:13]1[CH:17]=[C:16](B2OC(C)(C)C(C)(C)O2)[CH:15]=[N:14]1)[CH:10]([CH3:12])[CH3:11].ClCCl.C(=O)([O-])[O-].[Na+].[Na+]>C1C=CC(P(C2C=CC=CC=2)[C-]2C=CC=C2)=CC=1.C1C=CC(P(C2C=CC=CC=2)[C-]2C=CC=C2)=CC=1.Cl[Pd]Cl.[Fe+2].O1CCCC1.O.CO>[CH2:9]([N:13]1[CH:17]=[C:16]([C:2]2[CH:8]=[CH:7][C:5]([NH2:6])=[CH:4][CH:3]=2)[CH:15]=[N:14]1)[CH:10]([CH3:12])[CH3:11] |f:3.4.5,6.7.8.9,10.11.12|. Reactants: BrC1=CC=C(N)C=C1 (4-bromoaniline), C(C(C)C)N1N=CC(=C1)B1OC(C(O1)(C)C)(C)C (1-isobutyl-4-(4,4,5,5-tetramethyl-1,3,2-dioxaborolan-2-yl)-1H-pyrazole), ClCCl (dichloromethane), C([O-])([O-])=O.[Na+].[Na+] (sodium carbonate). Product: C(C(C)C)N1N=CC(=C1)C1=CC=C(N)C=C1 (4-(1-isobutyl-1H-pyrazol-4-yl)aniline). Starting materials: CCCCCN1C(=O)C(=O)c2ccc(OC)cc21, NNC(=O)Cc1ccccc1. The product is CCCCCN1C(=O)C(=NNC(=O)Cc2ccccc2)c2ccc(OC)cc21. RXN SMILES: [CH2:1]([CH2:2][CH2:3][CH2:4][CH3:5])[N:6]1[C:7](=[O:8])[C:9](=[O:10])[c:11]2[cH:12][cH:13][c:14]([O:17][CH3:18])[cH:15][c:16]21.[c:19]1([CH2:25][C:26](=[O:27])[NH:28][NH2:29])[cH:20][cH:21][cH:22][cH:23][cH:24]1>>[CH2:1]([CH2:2][CH2:3][CH2:4][CH3:5])[N:6]1[C:7](=[O:8])[C:9](=[N:29][NH:28][C:26]([CH2:25][c:19]2[cH:20][cH:21][cH:22][cH:23][cH:24]2)=[O:27])[c:11]2[cH:12][cH:13][c:14]([O:17][CH3:18])[cH:15][c:16]21. Starting materials: NC1=CC2=C(N=CN2)C=C1 (5-aminobenzimidazole), PdC, TEA, ClC1=C(C=O)C=CC=C1Cl (2,3-dichloro-benzaldehyde), [Si](C)(C)(C)C#N (TMSCN), N1(C=NC=C1)C(=O)N1C=NC=C1 (di-(imidazol-1-yl)methanone). Yields the product N1C=NC2=C1C=CC(=C2)N2C(NCC2C2=C(C(=CC=C2)Cl)Cl)=O (1-(1H-benzo[d]imidazol-5-yl)-5-(2,3-dichlorophenyl)imidazolidin-2-one). Reaction SMILES: [NH2:1][C:2]1[CH:10]=[CH:9][C:5]2[N:6]=[CH:7][NH:8][C:4]=2[CH:3]=1.[Cl:11][C:12]1[C:19]([Cl:20])=[CH:18][CH:17]=[CH:16][C:13]=1[CH:14]=O.[Si](C#N)(C)(C)C.[N:27]1([C:32](N2C=CN=C2)=[O:33])C=CN=[CH:28]1>>[NH:6]1[C:5]2[CH:9]=[CH:10][C:2]([N:1]3[CH:14]([C:13]4[CH:16]=[CH:17][CH:18]=[C:19]([Cl:20])[C:12]=4[Cl:11])[CH2:28][NH:27][C:32]3=[O:33])=[CH:3][C:4]=2[N:8]=[CH:7]1. Reported procedure: The compound was synthesized starting from 5-aminobenzimidazole (0.585 g, 4.4 mmol), 2,3-dichloro-benzaldehyde (0.700 g, 4 mmol), TMSCN (0.5 mL, 4 mmol), PdC (10%, 0.02 g), TEA (0.5 mL, 3.6 mmol), di-(imidazol-1-yl)methanone (0.308, 1.9 mmol) as described in method 2. Yield: 0.014 g (1%); MS m/z 347.2 (M+H)+; 1H NMR (DMSO, 400 MHz): δ 3.08-3.11 (m, H); 3.96-4.01 (m, H); 5.83-5.86 (m, H); 7.09 (s, H); 7.24-7.30 (m, 3H); 7.44 (s, H); 7.52-7.56 (m, 2H); 8.08 (s, H); 12.23 (bs, H), HPLC (λ=214 nm, [... Starting materials: ClC1=CC(=CC=C1)C(=O)OO (3-chloro-perbenzoic acid), ClC=1C=C(C=O)C=CC1OC (3-Chloro-4-methoxybenzaldehyde), ice pyrosulfite. Solvent: C(Cl)Cl (CH2Cl2). Reaction conditions: time 3.5 hour. Product: ClC=1C=C(C=CC1OC)O (3-Chloro-4-methoxy-phenol). RXN SMILES: [Cl:1][C:2]1[CH:3]=[C:4]([CH:7]=[CH:8][C:9]=1[O:10][CH3:11])C=O.ClC1C=CC=C(C(OO)=[O:20])C=1>C(Cl)Cl>[Cl:1][C:2]1[CH:3]=[C:4]([OH:20])[CH:7]=[CH:8][C:9]=1[O:10][CH3:11]. Procedure details: 3-Chloro-4-methoxybenzaldehyde (2.50 g, 15.0 mmol) was dissolved in 30 mL of CH2Cl2, treated with 3-chloro-perbenzoic acid (4.84 g, 70%, 1.4 eq.), and then kept for 3.5 h at ambient temperature. Pouring onto crashed ice/pyrosulfite-solution, twofold extraction with AcOEt, washing with Na2CO3-solution, drying over sodium sulfate, and evaporation of the solvents left 2.89 g of the intermediate formiate which was hydrolysed by stirring for 20 Min. in 25 mL of MeOH containing 2.113 g of K2CO3. Stand... Product: O=C(CCCCCCCOc1ccc2c(c1)C(=O)c1ccccc1CO2)NO. The reactants are O=C(CCCCCCCOc1ccc2c(c1)C(=O)c1ccccc1CO2)NOCc1ccccc1, CO, [Pd]. RXN SMILES: [CH2:1]([c:2]1[cH:3][cH:4][cH:5][cH:6][cH:7]1)[O:8][NH:9][C:10]([CH2:11][CH2:12][CH2:13][CH2:14][CH2:15][CH2:16][CH2:17][O:18][c:19]1[cH:20][c:21]2[c:22]([cH:33][cH:34]1)[O:23][CH2:24][c:25]1[c:26]([cH:29][cH:30][cH:31][cH:32]1)[C:27]2=[O:28])=[O:35].[CH3:36][OH:37].[Pd:38]>>[OH:8][NH:9][C:10]([CH2:11][CH2:12][CH2:13][CH2:14][CH2:15][CH2:16][CH2:17][O:18][c:19]1[cH:20][c:21]2[c:22]([cH:33][cH:34]1)[O:23][CH2:24][c:25]1[c:26]([cH:29][cH:30][cH:31][cH:32]1)[C:27]2=[O:28])=[O:35]. Starting materials: Cc1cc(-c2ccc(C(F)(F)F)cc2)cc(-c2cccc(B(O)O)c2)n1, CC(C)(CO)NS(=O)(=O)c1cncc(Br)c1. Product: Cc1cc(-c2ccc(C(F)(F)F)cc2)cc(-c2cccc(-c3cncc(S(=O)(=O)NC(C)(C)CO)c3)c2)n1. As a reaction SMILES: [CH3:1][c:2]1[cH:3][c:4](-[c:17]2[cH:18][cH:19][c:20]([C:23]([F:24])([F:25])[F:26])[cH:21][cH:22]2)[cH:5][c:6](-[c:8]2[cH:9][c:10]([B:14]([OH:15])[OH:16])[cH:11][cH:12][cH:13]2)[n:7]1.[OH:27][CH2:28][C:29]([CH3:30])([CH3:31])[NH:32][S:33](=[O:34])(=[O:35])[c:36]1[cH:37][n:38][cH:39][c:40]([Br:42])[cH:41]1>>[CH3:1][c:2]1[cH:3][c:4](-[c:17]2[cH:18][cH:19][c:20]([C:23]([F:24])([F:25])[F:26])[cH:21][cH:22]2)[cH:5][c:6](-[c:8]2[cH:9][c:10](-[c:40]3[cH:39][n:38][cH:37][c:36]([S:33]([NH:32][C:29]([CH2:28][OH:27])([CH3:30])[CH3:31])(=[O:34])=[O:35])[cH:41]3)[cH:11][cH:12][cH:13]2)[n:7]1.